This data is from the Open Reaction Database (ORD), a public repository of structured organic reaction records. The task is: describe an organic reaction: reactants, conditions, products, and yield Reactants: COC(CC1=CC=CC=C1)=O (Phenyl-acetic acid methyl ester), O.NN (hydrazine hydrate), CCO (EtOH). Product: C1(=CC=CC=C1)CC(=O)NN (Phenyl-acetic acid hydrazide). As a reaction SMILES: C[O:2][C:3](=O)[CH2:4][C:5]1[CH:10]=[CH:9][CH:8]=[CH:7][CH:6]=1.CCO.O.[NH2:16][NH2:17]>>[C:5]1([CH2:4][C:3]([NH:16][NH2:17])=[O:2])[CH:10]=[CH:9][CH:8]=[CH:7][CH:6]=1 |f:2.3|. Procedure: Phenyl-acetic acid methyl ester (5 g, 33.3 mmol) was dissolved in hydrazine hydrate (25 mL) and EtOH (50 mL) and the reaction was heated in a sealed tube to 80° C. overnight. After cooling the reaction was concentrated to afford the title compound. The reactants are CCO, COC(=O)C=C(c1ccccc1)c1ccc2c(cnn2-c2ccc(F)cc2)c1. The product is COC(=O)CC(c1ccccc1)c1ccc2c(cnn2-c2ccc(F)cc2)c1. As a reaction SMILES: [CH3:29][CH2:30][OH:31].[F:1][c:2]1[cH:3][cH:4][c:5](-[n:8]2[n:9][cH:10][c:11]3[cH:12][c:13]([C:17](=[CH:18][C:19](=[O:20])[O:21][CH3:22])[c:23]4[cH:24][cH:25][cH:26][cH:27][cH:28]4)[cH:14][cH:15][c:16]23)[cH:6][cH:7]1>>[F:1][c:2]1[cH:3][cH:4][c:5](-[n:8]2[n:9][cH:10][c:11]3[cH:12][c:13]([CH:17]([CH2:18][C:19](=[O:20])[O:21][CH3:22])[c:23]4[cH:24][cH:25][cH:26][cH:27][cH:28]4)[cH:14][cH:15][c:16]23)[cH:6][cH:7]1. The reactants are C(C)(=O)C1C(OC2(C1CC(C=C2)=O)C#CC2=CC=CC=C2)=O (3-Acetyl-3a,7a-dihydro-7a-(phenylethynyl)benzofuran-2,5(3H,4H)dione), product, C(C)(=O)OC(C)=O (acetic anhydride), O (water), O (water), crude product. The solvent is C(Cl)Cl (methylene chloride). Reaction conditions: time 1 hour. The product is C(C)(=O)OC=1C=CC(=C(C1)CC(C)=O)C#CC1=CC=CC=C1 (1-[5-Acetoxy-2-(phenylethynyl)phenyl]-2-propanone). RXN SMILES: [C:1]([CH:4]1[CH:8]2[CH2:9][C:10](=[O:13])[CH:11]=[CH:12][C:7]2([C:14]#[C:15][C:16]2[CH:21]=[CH:20][CH:19]=[CH:18][CH:17]=2)OC1=O)(=[O:3])[CH3:2].[C:23](OC(=O)C)(=[O:25])[CH3:24].O>C(Cl)Cl>[C:23]([O:13][C:10]1[CH:11]=[CH:12][C:7]([C:14]#[C:15][C:16]2[CH:17]=[CH:18][CH:19]=[CH:20][CH:21]=2)=[C:8]([CH2:4][C:1](=[O:3])[CH3:2])[CH:9]=1)(=[O:25])[CH3:24]. Reported procedure: 3-Acetyl-3a,7a-dihydro-7a-(phenylethynyl)benzofuran-2,5(3H,4H)dione, the product of Example 1A, (10.0 g, 34 mmole) and acetic anhydride (25 mL) were placed in a 100 mL flask and heated at reflux overnight under argon. Heating was stopped and the reaction was treated with water (25 mL) and stirred for 1 hr. The reaction was poured into water and extracted with Et2O. The combined ether extracts were washed with water and saturated sodium bicarbonate, dried over anhydrous sodium sulfate, filtered a... The reactants are NC=1C=C(C=CC1)B(O)O (3-amino phenyl boronic acid), solution, BrC1=CC=C2CCC(CC2=C1)N(CCC)CC1CCN(CC1)S(=O)(=O)C ((7-bromo-1,2,3,4-tetrahydro-naphthalen-2-yl)-(1-methanesulfonyl-piperidin-4-ylmethyl)-propyl-amine), solution. The reagents and catalysts are C=1C=CC(=CC1)[P](C=2C=CC=CC2)(C=3C=CC=CC3)[Pd]([P](C=4C=CC=CC4)(C=5C=CC=CC5)C=6C=CC=CC6)([P](C=7C=CC=CC7)(C=8C=CC=CC8)C=9C=CC=CC9)[P](C=1C=CC=CC1)(C=1C=CC=CC1)C=1C=CC=CC1 (Pd(PPh3)4). Solvent: [OH-].[Na+] (NaOH). Run at temperature 80 celsius, time 4 hour. Yields the product NC=1C=C(C=CC1)C1=CC=C2CCC(CC2=C1)N(CCC)CC1CCN(CC1)S(=O)(=O)C ([7-(3-amino-phenyl)-1,2,3,4-tetrahydro-naphthalen-2-yl]-(1-methanesulfonyl-piperidin-4-ylmethyl)-propyl-amine). As a reaction SMILES: Br[C:2]1[CH:11]=[C:10]2[C:5]([CH2:6][CH2:7][CH:8]([N:12]([CH2:16][CH:17]3[CH2:22][CH2:21][N:20]([S:23]([CH3:26])(=[O:25])=[O:24])[CH2:19][CH2:18]3)[CH2:13][CH2:14][CH3:15])[CH2:9]2)=[CH:4][CH:3]=1.[NH2:27][C:28]1[CH:29]=[C:30](B(O)O)[CH:31]=[CH:32][CH:33]=1>C1C=CC([P]([Pd]([P](C2C=CC=CC=2)(C2C=CC=CC=2)C2C=CC=CC=2)([P](C2C=CC=CC=2)(C2C=CC=CC=2)C2C=CC=CC=2)[P](C2C=CC=CC=2)(C2C=CC=CC=2)C2C=CC=CC=2)(C2C=CC=CC=2)C2C=CC=CC=2)=CC=1.[OH-].[Na+]>[NH2:27][C:28]1[CH:33]=[C:32]([C:4]2[CH:5]=[C:6]3[C:11]([CH2:10][CH2:9][CH:8]([N:12]([CH2:16][CH:17]4[CH2:22][CH2:21][N:20]([S:23]([CH3:26])(=[O:25])=[O:24])[CH2:19][CH2:18]4)[CH2:13][CH2:14][CH3:15])[CH2:7]3)=[CH:2][CH:3]=2)[CH:31]=[CH:30][CH:29]=1 |f:3.4,^1:40,42,61,80|. Procedure details: A 1 mL solution of (7-bromo-1,2,3,4-tetrahydro-naphthalen-2-yl)-(1-methanesulfonyl-piperidin-4-ylmethyl)-propyl-amine (25 mmole in DMA) was added to a tube containing 2-3 mg Pd(PPh3)4 catalyst followed by 120 μL of a solution of 3-amino phenyl boronic acid (30 mmole in DMA), and 200 μL 1N aq. NaOH. The solution was shaken at 80° C. for 4 h, concentrated, and purified by chromatography to yield [7-(3-amino-phenyl)-1,2,3,4-tetrahydro-naphthalen-2-yl]-(1-methanesulfonyl-piperidin-4-ylmethyl)-propyl...